Dataset: the Open Reaction Database (ORD), a public repository of structured organic reaction records. Task: describe an organic reaction: reactants, conditions, products, and yield Reactants: C(C=C)OC1=C(C(=CC=C1)Cl)N (2-amino-3-chlorophenyl allyl ether), CC1=NC=2N(C(=C1)C)N=C(N2)S(=O)(=O)Cl (5,7-dimethyl-1,2,4-triazolo[1,5-a]pyrimidine-2-sulphonyl chloride), C (Charcoal), [OH-].[Na+] (sodium hydroxide). Run in N1=CC=CC=C1 (pyridine). Reaction conditions: time 8 hour. The product is CC1=NC=2N(C(=C1)C)N=C(N2)S(NC2=C(C=CC=C2Cl)OCC=C)(=O)=O (5,7-dimethyl-2-(N-[2-allyloxy-6-chlorophenyl]-sulphamoyl)-1,2,4-triazolo[1,5-a]pyrimidine). The yield is 73.0%. As a reaction SMILES: [CH2:1]([O:4][C:5]1[CH:10]=[CH:9][CH:8]=[C:7]([Cl:11])[C:6]=1[NH2:12])[CH:2]=[CH2:3].[CH3:13][C:14]1[CH:19]=[C:18]([CH3:20])[N:17]2[N:21]=[C:22]([S:24](Cl)(=[O:26])=[O:25])[N:23]=[C:16]2[N:15]=1.[OH-].[Na+].C>N1C=CC=CC=1>[CH3:13][C:14]1[CH:19]=[C:18]([CH3:20])[N:17]2[N:21]=[C:22]([S:24](=[O:25])(=[O:26])[NH:12][C:6]3[C:7]([Cl:11])=[CH:8][CH:9]=[CH:10][C:5]=3[O:4][CH2:1][CH:2]=[CH2:3])[N:23]=[C:16]2[N:15]=1 |f:2.3|. Procedure: 0.77g of 2-amino-3-chlorophenyl allyl ether in 12ml of dry pyridine were treated with 1.03g of 5,7-dimethyl-1,2,4-triazolo[1,5-a]pyrimidine-2-sulphonyl chloride and stirred at ambient temperature overnight. The pyridine was removed by evaporation with final traces eliminated by means of a vacuum pump. An oily brown product was obtained which was stirred with 30ml of 1M sodium hydroxide for 20 minutes to give a brown solution. Charcoal (20-30mg) was added and the mixture stirred for 10 minutes an...